This data is from the Open Reaction Database (ORD), a public repository of structured organic reaction records. The task is: describe an organic reaction: reactants, conditions, products, and yield The reactants are COC(C1=C(C=C(C=C1)C1=C(C(=NC=C1)C)C#CC=1C=NC(=CC1)N)F)=O (4-[3-(6-amino-pyridin-3-ylethynyl)-2-methyl-pyridin-4-yl]-2-fluoro-benzoic acid methyl ester), [OH-].[Na+] (NaOH). The solvent is C1CCOC1 (THF). Yields the product NC1=CC=C(C=N1)C#CC=1C(=NC=CC1C1=CC(=C(C(=O)O)C=C1)F)C (4-[3-(6-Amino-pyridin-3-ylethynyl)-2-methyl-pyridin-4-yl]-2-fluoro-benzoic acid). RXN SMILES: C[O:2][C:3](=[O:27])[C:4]1[CH:9]=[CH:8][C:7]([C:10]2[CH:15]=[CH:14][N:13]=[C:12]([CH3:16])[C:11]=2[C:17]#[C:18][C:19]2[CH:20]=[N:21][C:22]([NH2:25])=[CH:23][CH:24]=2)=[CH:6][C:5]=1[F:26].[OH-].[Na+]>C1COCC1>[NH2:25][C:22]1[N:21]=[CH:20][C:19]([C:18]#[C:17][C:11]2[C:12]([CH3:16])=[N:13][CH:14]=[CH:15][C:10]=2[C:7]2[CH:8]=[CH:9][C:4]([C:3]([OH:27])=[O:2])=[C:5]([F:26])[CH:6]=2)=[CH:24][CH:23]=1 |f:1.2|. Reported procedure: The title compound is synthesized according to general procedure GP4 starting from 300 mg (0.83 mmol) 4-[3-(6-amino-pyridin-3-ylethynyl)-2-methyl-pyridin-4-yl]-2-fluoro-benzoic acid methyl ester using 0.83 mL (0.83 mmoL) 1 N NaOH in 5 mL THF. The precipitate is collected by filtration and washed with THF. Yield: 280 mg (97%). Starting materials: Brc1cc2ccccc2o1, CCCC[Sn](CCCC)(CCCC)c1ccccn1, [Cl-], [Cu]I, [Li+], CN(C)C=O, O, c1ccc(P(c2ccccc2)c2ccccc2)cc1, c1ccc(P(c2ccccc2)(c2ccccc2)[Pd](P(c2ccccc2)(c2ccccc2)c2ccccc2)(P(c2ccccc2)(c2ccccc2)c2ccccc2)P(c2ccccc2)(c2ccccc2)c2ccccc2)cc1. Yields the product c1ccc(-c2cc3ccccc3o2)nc1. Reaction SMILES: [Br:1][c:2]1[o:3][c:4]2[c:5]([cH:6]1)[cH:7][cH:8][cH:9][cH:10]2.[CH2:11]([Sn:12]([CH2:13][CH2:14][CH2:15][CH3:22])([c:16]1[n:17][cH:18][cH:19][cH:20][cH:21]1)[CH2:23][CH2:24][CH2:25][CH3:26])[CH2:27][CH2:28][CH3:29].[Cl-:50].[Cu:56][I:57].[Li+:49].[O:51]=[CH:52][N:53]([CH3:54])[CH3:55].[OH2:135].[c:30]1([P:31]([c:32]2[cH:33][cH:34][cH:35][cH:36][cH:37]2)[c:38]2[cH:39][cH:40][cH:41][cH:42][cH:43]2)[cH:44][cH:45][cH:46][cH:47][cH:48]1.[cH:58]1[cH:59][cH:60][c:61]([P:62]([Pd:63]([P:64]([c:65]2[cH:66][cH:67][cH:68][cH:69][cH:70]2)([c:71]2[cH:72][cH:73][cH:74][cH:75][cH:76]2)[c:77]2[cH:78][cH:79][cH:80][cH:81][cH:82]2)([P:83]([c:84]2[cH:85][cH:86][cH:87][cH:88][cH:89]2)([c:90]2[cH:91][cH:92][cH:93][cH:94][cH:95]2)[c:96]2[cH:97][cH:98][cH:99][cH:100][cH:101]2)[P:102]([c:103]2[cH:104][cH:105][cH:106][cH:107][cH:108]2)([c:109]2[cH:110][cH:111][cH:112][cH:113][cH:114]2)[c:115]2[cH:116][cH:117][cH:118][cH:119][cH:120]2)([c:121]2[cH:122][cH:123][cH:124][cH:125][cH:126]2)[c:127]2[cH:128][cH:129][cH:130][cH:131][cH:132]2)[cH:133][cH:134]1>>[c:2]1(-[c:16]2[n:17][cH:18][cH:19][cH:20][cH:21]2)[o:3][c:4]2[c:5]([cH:6]1)[cH:7][cH:8][cH:9][cH:10]2. The reactants are C(C1=CC=CC=C1)OC1=C(C=O)C=CC=C1 (benzyloxybenzaldehyde), C(CC(=O)OC)(=O)OC (dimethyl malonate), C(C)(=O)[O-] (acetate). The solvent is C1=CC=CC=C1 (benzene). Product: COC(C(C(=O)OC)=CC1=CC=C(C=C1)OCC1=CC=CC=C1)=O (2-(4-benzyloxy-benzylidene)-malonic acid dimethyl ester). Yield: 90.0%. As a reaction SMILES: [CH2:1]([O:8][C:9]1[CH:16]=[CH:15][CH:14]=[CH:13][C:10]=1C=O)[C:2]1[CH:7]=[CH:6][CH:5]=[CH:4][CH:3]=1.[C:17]([O:24][CH3:25])(=[O:23])[CH2:18][C:19]([O:21][CH3:22])=[O:20].[C:26]([O-])(=O)C>C1C=CC=CC=1>[CH3:22][O:21][C:19](=[O:20])[C:18](=[CH:26][C:14]1[CH:13]=[CH:10][C:9]([O:8][CH2:1][C:2]2[CH:3]=[CH:4][CH:5]=[CH:6][CH:7]=2)=[CH:16][CH:15]=1)[C:17]([O:24][CH3:25])=[O:23]. Reported procedure: A solution of benzyloxybenzaldehyde (10.6 g, 50.0 mmol) and dimethyl malonate (6.6 g, 50.0 mmol) in benzene (100 mL) containing a catalytic quantity of pipiridinium acetate was refluxed in a Dean-Stark trap for 16 h. After cooling to room temperature, the solution was concentrated. The residue was crystallised from ethyl acetate/heptane to give 14.5 g (90%) of 2-(4-benzyloxy-benzylidene)-malonic acid dimethyl ester: mp 134-135° C. 1H NMR (300 MHz, CDCl3): δ3.82 (s, 3H), 3.86 (s, 3H), 5.08 (s, 2H... Starting materials: IC(C)C (2-Iodopropane), ClC1=NC(=C2N=CN(C2=N1)C(C)C)NCC1=CC=C(C=C1)OC (2-chloro-6-(4-methoxybenzylamino)-9-isopropylpurine), COC1=CC=C(CNC2=C3NC=NC3=NC(=N2)Cl)C=C1 (6-(4-methoxybenzylamino)-2-chloropurine), resultant solution, [H-].[Na+] (sodium hydride). The solvent is O (Water), CN(C)C=O (DMF). Reaction conditions: time 30 minute. Yields the product C(C)(C)C1=NC=C2NC=NC2=N1 (isopropyl purine). Isolated yield 89.0%. RXN SMILES: Cl[C:2]1[N:10]=[C:9]2[C:5]([N:6]=[CH:7][N:8]2C(C)C)=[C:4](NCC2C=CC(OC)=CC=2)[N:3]=1.CO[C:26]1[CH:43]=CC(CNC2N=C(Cl)N=C3C=2NC=N3)=C[CH:27]=1.[H-].[Na+].IC(C)C>CN(C=O)C.O>[CH:26]([C:2]1[N:10]=[C:9]2[C:5]([NH:6][CH:7]=[N:8]2)=[CH:4][N:3]=1)([CH3:43])[CH3:27] |f:2.3|. Procedure: Preparation of 2-chloro-6-(4-methoxybenzylamino)-9-isopropylpurine (2) The 6-(4-methoxybenzylamino)-2-chloropurine (496 mg, 1.7 mmol) was suspended in dry DMF (5 ml) and treated with sodium hydride, 60% dispersion (82 mg, 2.06 mmol). The suspension was stirred for 30 min over which time it became a clear yellow/green solution. 2-Iodopropane (0.280 mL, 1.7 eq.) was added over 5 min and the resultant solution stirred for 2 days. Water was added and the solution and extracted with ethyl acetate. Th... Starting materials: ClCCCl, COC(=O)c1ccccc1OCCN1CCCC1, CS(C)=O, Nc1c[nH]nc1C(=O)Nc1ccc(F)cc1, [Na+], [OH-], O, On1nnc2ccccc21. Yields the product O=C(Nc1c[nH]nc1C(=O)Nc1ccc(F)cc1)c1ccccc1OCCN1CCCC1. RXN SMILES: [CH2:37]([Cl:38])[CH2:39][Cl:40].[CH3:1][O:2][C:3]([c:4]1[c:5]([O:10][CH2:11][CH2:12][N:13]2[CH2:14][CH2:15][CH2:16][CH2:17]2)[cH:6][cH:7][cH:8][cH:9]1)=[O:18].[CH3:51][S:52]([CH3:53])=[O:54].[F:21][c:22]1[cH:23][cH:24][c:25]([NH:28][C:29](=[O:30])[c:31]2[n:32][nH:33][cH:34][c:35]2[NH2:36])[cH:26][cH:27]1.[Na+:20].[OH-:19].[OH2:55].[OH:41][n:42]1[c:43]2[c:44]([cH:45][cH:46][cH:47][cH:48]2)[n:49][n:50]1>>[C:3]([c:4]1[c:5]([O:10][CH2:11][CH2:12][N:13]2[CH2:14][CH2:15][CH2:16][CH2:17]2)[cH:6][cH:7][cH:8][cH:9]1)(=[O:18])[NH:36][c:35]1[c:31]([C:29]([NH:28][c:25]2[cH:24][cH:23][c:22]([F:21])[cH:27][cH:26]2)=[O:30])[n:32][nH:33][cH:34]1.